This data is from the Open Reaction Database (ORD), a public repository of structured organic reaction records. The task is: describe an organic reaction: reactants, conditions, products, and yield The reactants are O=C1CCC(=O)N1Br, CCOC(C)=O, Cc1ccccc1, CC(C)c1cc(-c2ccc(F)cc2)nc(O)n1, CN(C)C=O, O. Yields the product CC(C)c1nc(O)nc(-c2ccc(F)cc2)c1Br. As a reaction SMILES: [Br:1][N:2]1[C:3](=[O:4])[CH2:5][CH2:6][C:7]1=[O:8].[CH3:31][CH2:32][O:33][C:34](=[O:35])[CH3:36].[CH3:37][c:38]1[cH:39][cH:40][cH:41][cH:42][cH:43]1.[F:9][c:10]1[cH:11][cH:12][c:13](-[c:16]2[n:17][c:18]([OH:25])[n:19][c:20]([CH:22]([CH3:23])[CH3:24])[cH:21]2)[cH:14][cH:15]1.[O:26]=[CH:27][N:28]([CH3:29])[CH3:30].[OH2:44]>>[Br:1][c:21]1[c:16](-[c:13]2[cH:12][cH:11][c:10]([F:9])[cH:15][cH:14]2)[n:17][c:18]([OH:25])[n:19][c:20]1[CH:22]([CH3:23])[CH3:24]. Reported procedure: N-t-Boc-L-homoserine (5.14 g, 23.45 mmol) and potassium bicarbonate (2.46 g, 24.6 mmol) was weighed out in a round bottom flask and to it was added anhydrous N,N-dimethylformamide (100 mL) and benzyl bromide (4.2 g, 24.6 mmol). The mixture was stirred at room temperature for 18 hours. The crude mixture was then diluted with ethyl acetate and washed, respectively, with brine, saturated NaHCO3 and brine, and dried over Na2SO4. The organic layer was then concentrated down on rotovap and purified on... The reactants are crude mixture, CC(C)(C)OC(=O)N[C@@H](CCO)C(=O)O (N-t-Boc-L-homoserine), C([O-])(O)=O.[K+] (potassium bicarbonate), CN(C=O)C (N,N-dimethylformamide), C(C1=CC=CC=C1)Br (benzyl bromide). Yields the product C(C)(C)(C)OC(=O)N[C@H](C(=O)OCC1=CC=CC=C1)CCO ((S)-benzyl 2-(tert-butoxycarbonylamino)-4-hydroxybutanoate). Reaction SMILES: [CH3:1][C:2]([O:5][C:6]([NH:8][C@H:9]([C:13]([OH:15])=[O:14])[CH2:10][CH2:11][OH:12])=[O:7])([CH3:4])[CH3:3].C(=O)(O)[O-].[K+].CN(C)C=O.[CH2:26](Br)[C:27]1[CH:32]=[CH:31][CH:30]=[CH:29][CH:28]=1>C(OCC)(=O)C>[C:2]([O:5][C:6]([NH:8][C@@H:9]([CH2:10][CH2:11][OH:12])[C:13]([O:15][CH2:26][C:27]1[CH:32]=[CH:31][CH:30]=[CH:29][CH:28]=1)=[O:14])=[O:7])([CH3:1])([CH3:3])[CH3:4] |f:1.2|. Solvent: C(C)(=O)OCC (ethyl acetate). Run at time 18 hour. The reactants are CCOC(C)=O, CC(C)(C)OC(=O)N1CCC2(CC1)CC2, Cl, C1CCOC1. Product: C1CC2(CCN1)CC2, Cl. As a reaction SMILES: [C:16]([O:17][CH2:18][CH3:19])(=[O:20])[CH3:21].[CH2:1]1[CH2:2][C:3]12[CH2:4][CH2:5][N:6]([C:9]([O:10][C:11]([CH3:12])([CH3:13])[CH3:14])=[O:15])[CH2:7][CH2:8]2.[ClH:22].[O:23]1[CH2:24][CH2:25][CH2:26][CH2:27]1>>[CH2:1]1[CH2:2][C:3]12[CH2:4][CH2:5][NH:6][CH2:7][CH2:8]2.[ClH:22].